Dataset: the Open Reaction Database (ORD), a public repository of structured organic reaction records. Task: describe an organic reaction: reactants, conditions, products, and yield Reactants: ClC1=C(C(=CC=C1)[N+](=O)[O-])CCNC ([2-(2-chloro-6-nitro-phenyl)-ethyl]-methylamine), BrCC(=O)OCC (ethyl bromoacetate), C([O-])([O-])=O.[K+].[K+] (potassium carbonate). The solvent is C(C)#N (acetonitrile). Run at time 8 hour. The product is C(C)OC(CN(C)CCC1=C(C=CC=C1[N+](=O)[O-])Cl)=O ({[2-(2-Chloro-6-nitro-phenyl)-ethyl]-methyl-amino}-acetic acid ethyl ester). Isolated yield 58.7%. Reaction SMILES: [Cl:1][C:2]1[CH:7]=[CH:6][CH:5]=[C:4]([N+:8]([O-:10])=[O:9])[C:3]=1[CH2:11][CH2:12][NH:13][CH3:14].Br[CH2:16][C:17]([O:19][CH2:20][CH3:21])=[O:18].C(=O)([O-])[O-].[K+].[K+]>C(#N)C>[CH2:20]([O:19][C:17](=[O:18])[CH2:16][N:13]([CH2:12][CH2:11][C:3]1[C:4]([N+:8]([O-:10])=[O:9])=[CH:5][CH:6]=[CH:7][C:2]=1[Cl:1])[CH3:14])[CH3:21] |f:2.3.4|. Reported procedure: A solution of [2-(2-chloro-6-nitro-phenyl)-ethyl]-methylamine (11.0 g, 0.051 mole) and ethyl bromoacetate (8.56 g, 0.051 mole) in acetonitrile (200 mL) containing potassium carbonate (3.54 g, 0.026 mole) was stirred at room temperature overnight. The mixture was evaporated in vacuo, water was added to the residue, this mixture was made basic with sodium carbonate and then extracted with dichloromethane (2×300 mL), the combined organic layers were washed with saturated sodium chloride (300 mL), d... The reactants are O=S1(N(CCC1)CC1=CC=C(C(=O)O)C=C1)=O (4-(1,1-Dioxo-1λ6-isothiazolidin-2-ylmethyl)benzoic acid), CC1=C(C=CC(=C1)C)N1CCNCC1 (1-(2,4-dimethylphenyl)piperazine), ON1N=NC2=C1C=CC=C2 (1-hydroxybenzotriazole), Cl.C(C)N=C=NCCCN(C)C (1-ethyl-3-(3′-dimethylaminopropyl)carbodiimide hydrochloride). The solvent is CN(C=O)C (N,N-dimethylformamide), O (Water). Reaction conditions: time 8 hour. The product is CC1=C(C=CC(=C1)C)N1CCN(CC1)C(=O)C1=CC=C(C=C1)CN1S(CCC1)(=O)=O ([4-(2,4-dimethylphenyl)piperazin-1-yl][4-(1,1-dioxo-1λ6-isothiazolidin-2-ylmethyl)phenyl]methanone). Isolated yield 57.3%. As a reaction SMILES: [O:1]=[S:2]1(=[O:17])[CH2:6][CH2:5][CH2:4][N:3]1[CH2:7][C:8]1[CH:16]=[CH:15][C:11]([C:12]([OH:14])=O)=[CH:10][CH:9]=1.[CH3:18][C:19]1[CH:24]=[C:23]([CH3:25])[CH:22]=[CH:21][C:20]=1[N:26]1[CH2:31][CH2:30][NH:29][CH2:28][CH2:27]1.ON1C2C=CC=CC=2N=N1.Cl.C(N=C=NCCCN(C)C)C>CN(C)C=O.O>[CH3:18][C:19]1[CH:24]=[C:23]([CH3:25])[CH:22]=[CH:21][C:20]=1[N:26]1[CH2:27][CH2:28][N:29]([C:12]([C:11]2[CH:10]=[CH:9][C:8]([CH2:7][N:3]3[CH2:4][CH2:5][CH2:6][S:2]3(=[O:1])=[O:17])=[CH:16][CH:15]=2)=[O:14])[CH2:30][CH2:31]1 |f:3.4|. Reported procedure: 4-(1,1-Dioxo-1λ6-isothiazolidin-2-ylmethyl)benzoic acid (268 mg) described in Preparation Example 18, 1-(2,4-dimethylphenyl)piperazine (199 mg), 1-hydroxybenzotriazole 1 hydrate (142 mg) were dissolved in N,N-dimethylformamide (5 mL), 1-ethyl-3-(3′-dimethylaminopropyl)carbodiimide hydrochloride (202 mg) was added, and the mixture was stirred at room temperature overnight. Water was added to the reaction mixture, and the mixture was extracted with ethyl acetate. The organic layer was washed with ... Reactants: COCC(O)(CBr)COC, [Na+], [OH-], O. Product: COCC1(COC)CO1. Reaction SMILES: [Br:1][CH2:2][C:3]([CH2:4][O:5][CH3:6])([CH2:7][O:8][CH3:9])[OH:10].[Na+:12].[OH-:11].[OH2:13]>>[CH2:2]1[C:3]([CH2:4][O:5][CH3:6])([CH2:7][O:8][CH3:9])[O:10]1.